Dataset: the Open Reaction Database (ORD), a public repository of structured organic reaction records. Task: describe an organic reaction: reactants, conditions, products, and yield Starting materials: BrC1CCOCC1 (4-Bromotetrahydropyran), [OH-].[Na+] (sodium hydroxide), C1=CC(=CC(=C1)Cl)C(=O)OO (MCPBA). Solvent: O (water). Reaction conditions: temperature 90 celsius, time 1 day. The product is ClC=1C=C(C(=O)O)C=CC1 (meta-chlorobenzoic acid). As a reaction SMILES: BrC1CCOCC1.[OH-].[Na+].[CH:10]1[CH:15]=[C:14]([Cl:16])[CH:13]=[C:12]([C:17]([O:19]O)=[O:18])[CH:11]=1>O>[Cl:16][C:14]1[CH:13]=[C:12]([CH:11]=[CH:10][CH:15]=1)[C:17]([OH:19])=[O:18] |f:1.2|. Procedure: 4-Bromotetrahydropyran (Frontier Scientific #B10197, 25.8 g, 156 mmol) was added to the solution of sodium hydroxide (16.0 g, 400 mmol) in 40 mL water. The biphase mixture was stirred in 90° C. with a condenser for 1 day. The mixture was cooled to RT and transferred to a small separatory funnel. The organic phase was carefully separated. It was a mixture of alkene J79 (major) and leftover 4-bromotetrahydropyran. This mixture was dissolved in 100 mL chloroform. To it was added MCPBA (77%, 26.8 g,...